From a dataset of the Open Reaction Database (ORD), a public repository of structured organic reaction records. describe an organic reaction: reactants, conditions, products, and yield Reactants: N([C@@H](C)C(=O)N[C@@H](C(C)C)C(=O)N1[C@H](C(=O)CCl)CCC1)C(=O)OCC1=CC=CC=C1 (Z-Ala-Val-Pro-CH2—Cl). Reagents/catalysts: [Zn] (zinc). Solvent: warm acidic acid. Yields the product N([C@@H](C)C(=O)N[C@@H](C(C)C)C(=O)N1[C@H](C(=O)C)CCC1)C(=O)OCC1=CC=CC=C1 (Z-Ala-Val-Pro-CH3). As a reaction SMILES: [NH:1]([C:22]([O:24][CH2:25][C:26]1[CH:31]=[CH:30][CH:29]=[CH:28][CH:27]=1)=[O:23])[C@H:2]([C:4]([NH:6][C@H:7]([C:11]([N:13]1[CH2:21][CH2:20][CH2:19][C@H:14]1[C:15]([CH2:17]Cl)=[O:16])=[O:12])[CH:8]([CH3:10])[CH3:9])=[O:5])[CH3:3]>[Zn]>[NH:1]([C:22]([O:24][CH2:25][C:26]1[CH:27]=[CH:28][CH:29]=[CH:30][CH:31]=1)=[O:23])[C@H:2]([C:4]([NH:6][C@H:7]([C:11]([N:13]1[CH2:21][CH2:20][CH2:19][C@H:14]1[C:15]([CH3:17])=[O:16])=[O:12])[CH:8]([CH3:9])[CH3:10])=[O:5])[CH3:3]. Reported procedure: 14 (1 g, 2.21 mmol) was dissolved in 5.30 ml of warm acidic acid and 1.33 g of zinc-powder was added portion wise to the stirred solution. After 24 h the remaining solid was filtered off and the filtrate was evaporated. The remaining oil was taken up in ethylacetate and washed twice with NaHCO3 and brine. The organic layer was then dried and evaporated and purified by column chromatography using a heptane/chloroform/methanol-gradient. Starting materials: CC(=O)C=1C=CC(=CC1)O (4-hydroxyacetophenone), solution, C[O-].[Na+] (sodium methoxide), CO (methanol), CO (methanol). The reagents and catalysts are [Pd] (palladium on carbon). Conditions: temperature 45 celsius. Yields the product OC1=CC=C(C=C1)CO (4-Hydroxyphenyl Carbinol). As a reaction SMILES: C[C:2]([C:4]1[CH:5]=[CH:6][C:7]([OH:10])=[CH:8][CH:9]=1)=[O:3].C[O-].[Na+].CO>[Pd]>[OH:10][C:7]1[CH:8]=[CH:9][C:4]([CH2:2][OH:3])=[CH:5][CH:6]=1 |f:1.2|. Reported procedure: To a five-gallon stainless steel reactor, a solution of 4-hydroxyacetophenone (2500 g, 18.4 moles) and a 25% solution of sodium methoxide in methanol (39.1 g, 0.26 moles) in methanol (10,000 g, 312.5 moles), and palladium on carbon catalyst (ESCAT 10, 125 g) were charged. The reactor is purged three times with nitrogen (100 psi). Hydrogen is then charged to a pressure of 300 psi and the reactor is heated to 45° C. The temperature is maintained at 45° C. for three hours at a constant hydrogen pre... Reactants: C([O-])([O-])=O.[K+].[K+] (potassium carbonate), FCC(=O)NC1=C(C(=O)NC=2C(=CC=CC2)C)C=C(C=C1)[N+](=O)[O-] (N-(2-fluoroacetamido-5-nitrobenzoyl)-o-toluidine), C(C)(=O)OC(C)=O (acetic acid anhydride), ice water. Solvent: C(C)(=O)O (acetic acid). Product: FCC1=NC2=CC=C(C=C2C(N1C1=C(C=CC=C1)C)=O)[N+](=O)[O-] (2-fluoromethyl-3-(o-tolyl)-6-nitro-4(3H)-quinazolinone). The yield is 99.0%. RXN SMILES: [F:1][CH2:2][C:3]([NH:5][C:6]1[CH:21]=[CH:20][C:19]([N+:22]([O-:24])=[O:23])=[CH:18][C:7]=1[C:8]([NH:10][C:11]1[C:12]([CH3:17])=[CH:13][CH:14]=[CH:15][CH:16]=1)=[O:9])=O.C(OC(=O)C)(=O)C.C(=O)([O-])[O-].[K+].[K+]>C(O)(=O)C>[F:1][CH2:2][C:3]1[N:10]([C:11]2[CH:16]=[CH:15][CH:14]=[CH:13][C:12]=2[CH3:17])[C:8](=[O:9])[C:7]2[C:6](=[CH:21][CH:20]=[C:19]([N+:22]([O-:24])=[O:23])[CH:18]=2)[N:5]=1 |f:2.3.4|. Procedure details: 16.5 g(0.05 mol) of N-(2-fluoroacetamido-5-nitrobenzoyl)-o-toluidine and 25.5 g(0.25 mol) of acetic acid anhydride are dissolved in 250 ml of glacial acetic acid. The solution is refluxed for 2 hours under heating. Then, the reaction solution is evaporated to remove solvent. The residue thus obtained is poured into ice-water, and the aqueous mixture is adjusted to pH 9 with potassium carbonate. The crystalline precipitate is collected by filtration. 15.5 g of 2-fluoromethyl-3-(o-tolyl)-6-nitro-4... The reactants are [H-].[Na+] (sodium hydride), N1=CC=C(C=C1)N1CCN(CC1)C1=CC=C(C=C1)O (4-(4-(4-pyridyl)piperazin-1-yl)-phenol), BrCCCC(=O)OCC (ethyl 4-bromobutyrate). Run in CN(C)C=O (DMF). Conditions: time 1 hour. Yields the product N1=CC=C(C=C1)N1CCN(CC1)C1=CC=C(OCCCC(=O)OCC)C=C1 (Ethyl 4-[4-[4-(4-pyridyl)piperazin-1-yl]phenoxy]butyrate). RXN SMILES: [N:1]1[CH:6]=[CH:5][C:4]([N:7]2[CH2:12][CH2:11][N:10]([C:13]3[CH:18]=[CH:17][C:16]([OH:19])=[CH:15][CH:14]=3)[CH2:9][CH2:8]2)=[CH:3][CH:2]=1.[H-].[Na+].Br[CH2:23][CH2:24][CH2:25][C:26]([O:28][CH2:29][CH3:30])=[O:27]>CN(C=O)C>[N:1]1[CH:6]=[CH:5][C:4]([N:7]2[CH2:8][CH2:9][N:10]([C:13]3[CH:18]=[CH:17][C:16]([O:19][CH2:23][CH2:24][CH2:25][C:26]([O:28][CH2:29][CH3:30])=[O:27])=[CH:15][CH:14]=3)[CH2:11][CH2:12]2)=[CH:3][CH:2]=1 |f:1.2|. Reported procedure: A stirred suspension of 4-(4-(4-pyridyl)piperazin-1-yl)-phenol (1.34 g) in dry DMF (20 ml) was treated with sodium hydride (60% dispersion in mineral oil, 0.21 g) and the mixture stirred for 1 hour. To the resulting solution was added ethyl 4-bromobutyrate and the mixture was stirred for 16 hours. Solvent was evaporated under reduced pressure and the residue was partitioned between ethyl acetate and water. The organic layer was washed with water, filtered through phase separating paper (Whatman ...